This data is from the Open Reaction Database (ORD), a public repository of structured organic reaction records. The task is: describe an organic reaction: reactants, conditions, products, and yield Reactants: NCCC1=NN=C2N1C1=C(C(=NC2)C2=CC=CC=C2)C=C(C=C1)Cl (1-(2-aminoethyl)-8-chloro-6-phenyl-4H-s-triazolo[4,3-a][1,4]benzodiazepine), C(C)=O (acetaldehyde), C(CN)N (ethylenediamine), C(#N)[BH3-].[Na+] (sodium cyanoborohydride). Solvent: C(C)#N (acetonitrile), C(C)(=O)O (acetic acid). Yields the product C(C)N(CCC1=NN=C2N1C1=C(C(=NC2)C2=CC=CC=C2)C=C(C=C1)Cl)CC (1-[2-(diethylamino)ethyl]-8-chloro-6-phenyl-4H-s-triazolo-[4,3-a][1,4]benzodiazepine). Reaction SMILES: [NH2:1][CH2:2][CH2:3][C:4]1[N:8]2[C:9]3[CH:23]=[CH:22][C:21]([Cl:24])=[CH:20][C:10]=3[C:11]([C:14]3[CH:19]=[CH:18][CH:17]=[CH:16][CH:15]=3)=[N:12][CH2:13][C:7]2=[N:6][N:5]=1.[CH:25](=O)[CH3:26].C([BH3-])#N.[Na+].[CH2:32](N)[CH2:33]N>C(#N)C.C(O)(=O)C>[CH2:32]([N:1]([CH2:25][CH3:26])[CH2:2][CH2:3][C:4]1[N:8]2[C:9]3[CH:23]=[CH:22][C:21]([Cl:24])=[CH:20][C:10]=3[C:11]([C:14]3[CH:19]=[CH:18][CH:17]=[CH:16][CH:15]=3)=[N:12][CH2:13][C:7]2=[N:6][N:5]=1)[CH3:33] |f:2.3|. Procedure details: In the manner given in Example 22, a mixture of 1-(2-aminoethyl)-8-chloro-6-phenyl-4H-s-triazolo[4,3-a][1,4]benzodiazepine, acetaldehyde and acetic acid in acetonitrile is treated with sodium cyanoborohydride and the resulting boron complex is warmed with aqueous ethylenediamine to give 1-[2-(diethylamino)ethyl]-8-chloro-6-phenyl-4H-s-triazolo-[4,3-a][1,4]benzodiazepine. Starting materials: O=C([O-])[O-], Cc1cc(C)c(CC(=O)Cl)c(C)c1, CC#N, [K+], [K+], CCON1CCC(N)(C#N)CC1, O. Product: CCON1CCC(C#N)(NC(=O)Cc2c(C)cc(C)cc2C)CC1. Reaction SMILES: [C:14](=[O:15])([O-:16])[O-:17].[CH3:1][c:2]1[c:3]([CH2:10][C:11](=[O:12])[Cl:13])[c:4]([CH3:9])[cH:5][c:6]([CH3:8])[cH:7]1.[CH3:33][C:34]#[N:35].[K+:18].[K+:19].[NH2:20][C:21]1([C:30]#[N:31])[CH2:22][CH2:23][N:24]([O:27][CH2:28][CH3:29])[CH2:25][CH2:26]1.[OH2:32]>>[CH3:1][c:2]1[c:3]([CH2:10][C:11](=[O:12])[NH:20][C:21]2([C:30]#[N:31])[CH2:22][CH2:23][N:24]([O:27][CH2:28][CH3:29])[CH2:25][CH2:26]2)[c:4]([CH3:9])[cH:5][c:6]([CH3:8])[cH:7]1. Starting materials: COC1=C(C=CC(=C1)OC)C1=NOC(=C1)CCC=O (3-[3-(2,4-dimethoxypheny)isoxazol-5-yl]propanal), FC(C1=C(CN2CCNCC2)C=CC=C1)(F)F (1-[2-(trifluoromethyl)benzyl]piperazine), [BH-](OC(=O)C)(OC(=O)C)OC(=O)C.[Na+] (NaBH(OAc)3). Solvent: C(Cl)Cl (methylene chloride). Product: COC1=C(C=CC(=C1)OC)C1=NOC(=C1)CCCN1CCN(CC1)CC1=C(C=CC=C1)C(F)(F)F (2,4-Dimethoxy-1-{5-[3-(4-{[2-(trifluoromethyl)phenyl]methyl}piperazinyl)propyl]isoxazol-3-yl}benzene). Yield: 79.7%. Reaction SMILES: [CH3:1][O:2][C:3]1[CH:8]=[C:7]([O:9][CH3:10])[CH:6]=[CH:5][C:4]=1[C:11]1[CH:15]=[C:14]([CH2:16][CH2:17][CH:18]=O)[O:13][N:12]=1.[F:20][C:21]([F:36])([F:35])[C:22]1[CH:34]=[CH:33][CH:32]=[CH:31][C:23]=1[CH2:24][N:25]1[CH2:30][CH2:29][NH:28][CH2:27][CH2:26]1.[BH-](OC(C)=O)(OC(C)=O)OC(C)=O.[Na+]>C(Cl)Cl>[CH3:1][O:2][C:3]1[CH:8]=[C:7]([O:9][CH3:10])[CH:6]=[CH:5][C:4]=1[C:11]1[CH:15]=[C:14]([CH2:16][CH2:17][CH2:18][N:28]2[CH2:27][CH2:26][N:25]([CH2:24][C:23]3[CH:31]=[CH:32][CH:33]=[CH:34][C:22]=3[C:21]([F:35])([F:36])[F:20])[CH2:30][CH2:29]2)[O:13][N:12]=1 |f:2.3|. Procedure details: About 2 min after dissolving 3-[3-(2,4-dimethoxypheny)isoxazol-5-yl]propanal (10 mg, 0.04 mmol) and 1-[2-(trifluoromethyl)benzyl]piperazine (8.0, 0.04 mmol) in 2 mL of dry methylene chloride, were added NaBH(OAc)3 (24 mg, 0.12 mmol) and molecular sieves (5 beads). The reaction mixture was reacted for 23.5 hr and followed the same processes as in Example 1 to obtain 15.6 mg (83.2%) of the target compound. Reactants: C1CCOC1, CCOC(=O)N=NC(=O)OCC, COC1=C(OC)C(=O)C2=C(CCC(CCO)CC2)C1=O, CC(=O)Nc1ccc(O)cc1, c1ccc(P(c2ccccc2)c2ccccc2)cc1. Product: COC1=C(OC)C(=O)C2=C(CCC(CCOc3ccc(NC(C)=O)cc3)CC2)C1=O. As a reaction SMILES: [CH2:63]1[O:64][CH2:65][CH2:66][CH2:67]1.[O:51]=[C:52]([O:53][CH2:54][CH3:55])[N:56]=[N:57][C:58]([O:59][CH2:60][CH3:61])=[O:62].[OH:1][CH2:2][CH2:3][CH:4]1[CH2:5][CH2:6][C:7]2=[C:8]([CH2:9][CH2:10]1)[C:11](=[O:20])[C:12]([O:18][CH3:19])=[C:13]([O:16][CH3:17])[C:14]2=[O:15].[OH:21][c:22]1[cH:23][cH:24][c:25]([NH:26][C:27]([CH3:28])=[O:29])[cH:30][cH:31]1.[c:32]1([P:33]([c:34]2[cH:35][cH:36][cH:37][cH:38][cH:39]2)[c:40]2[cH:41][cH:42][cH:43][cH:44][cH:45]2)[cH:46][cH:47][cH:48][cH:49][cH:50]1>>[O:1]([CH2:2][CH2:3][CH:4]1[CH2:5][CH2:6][C:7]2=[C:8]([CH2:9][CH2:10]1)[C:11](=[O:20])[C:12]([O:18][CH3:19])=[C:13]([O:16][CH3:17])[C:14]2=[O:15])[c:22]1[cH:23][cH:24][c:25]([NH:26][C:27]([CH3:28])=[O:29])[cH:30][cH:31]1. Starting materials: OCc1ccc2cccc3c2c1-c1ccccc1-3, O=S(Cl)Cl. Yields the product ClCc1ccc2cccc3c2c1-c1ccccc1-3. As a reaction SMILES: [OH:1][CH2:2][c:3]1[cH:4][cH:5][c:6]2[cH:7][cH:8][cH:9][c:10]3[c:18]2[c:17]1-[c:16]1[c:11]-3[cH:12][cH:13][cH:14][cH:15]1.[S:19]([Cl:20])([Cl:21])=[O:22]>>[CH2:2]([c:3]1[cH:4][cH:5][c:6]2[cH:7][cH:8][cH:9][c:10]3[c:18]2[c:17]1-[c:16]1[c:11]-3[cH:12][cH:13][cH:14][cH:15]1)[Cl:21]. Reactants: CC1=C(SC=C1)C1CC(C=2C(=CC=NC2C1)C)=O (7-(3-methyl-2-thienyl)-4-methyl-5,6,7,8-tetrahydroquinolin-5-one), N1=CC=CC=C1 (pyridine), S(=O)(=O)(Cl)Cl (sulfuryl chloride), C(O)([O-])=O.[Na+] (sodium hydrogen carbonate). Solvent: C(C)(=O)OCC (ethyl acetate). Run at time 4 hour. Product: ClC1=CC(=C(S1)C1CC(C=2C(=CC=NC2C1)C)=O)C (7-(5-chloro-3-methyl-2-thienyl)-4-methyl-5,6,7,8-tetrahydroquinolin-5-one). Isolated yield 74.3%. Reaction SMILES: [CH3:1][C:2]1[CH:6]=[CH:5][S:4][C:3]=1[CH:7]1[CH2:16][C:15]2[N:14]=[CH:13][CH:12]=[C:11]([CH3:17])[C:10]=2[C:9](=[O:18])[CH2:8]1.N1C=CC=CC=1.S(Cl)([Cl:28])(=O)=O.C(=O)([O-])O.[Na+]>C(OCC)(=O)C>[Cl:28][C:5]1[S:4][C:3]([CH:7]2[CH2:16][C:15]3[N:14]=[CH:13][CH:12]=[C:11]([CH3:17])[C:10]=3[C:9](=[O:18])[CH2:8]2)=[C:2]([CH3:1])[CH:6]=1 |f:3.4|. Procedure details: To a solution of 7-(3-methyl-2-thienyl)-4-methyl-5,6,7,8-tetrahydroquinolin-5-one (0.38 g) in ethyl acetate (10 ml) were added pyridine (0.023 g) and sulfuryl chloride (0.3 g) at room temperature, and the mixture was stirred at the same temperature for 4 hours. To the reaction solution was added sodium hydrogen carbonate solution, and the organic layer was washed with water and saturated brine, dried with magnesium sulfate and concentrated under reduced pressure. The residue was purified with si...